From a dataset of the Open Reaction Database (ORD), a public repository of structured organic reaction records. describe an organic reaction: reactants, conditions, products, and yield Reactants: COC(C1=CC=C(C=C1)B1OC(C(O1)(C)C)(C)C)=O (4-(4,4,5,5-Tetramethyl-[1,3,2]dioxaborolan-2-yl)-benzoic acid methyl ester), FC(S(=O)(=O)OC1=C(CCCC1)C)(F)F (2-methyl-cyclohex-1-en-1-yl trifluoromethanesulfonate), 6-methyl cyclohex-1-en-1-yl trifluoromethanesulfonate. Yields the product COC(C1=CC=C(C=C1)C1=C(CCCC1)C)=O (4-(2-Methyl-cyclohex-1-en-1-yl)-benzoic acid methyl ester). As a reaction SMILES: [CH3:1][O:2][C:3](=[O:19])[C:4]1[CH:9]=[CH:8][C:7](B2OC(C)(C)C(C)(C)O2)=[CH:6][CH:5]=1.FC(F)(F)S(O[C:26]1[CH2:31][CH2:30][CH2:29][CH2:28][C:27]=1[CH3:32])(=O)=O>>[CH3:1][O:2][C:3](=[O:19])[C:4]1[CH:5]=[CH:6][C:7]([C:26]2[CH2:31][CH2:30][CH2:29][CH2:28][C:27]=2[CH3:32])=[CH:8][CH:9]=1. Procedure details: 4-(4,4,5,5-Tetramethyl-[1,3,2]dioxaborolan-2-yl)-benzoic acid methyl ester of Step A (2.0 g, 7.63 mmol) and a mixture of 2-methyl-cyclohex-1-en-1-yl trifluoromethanesulfonate and 6-methyl cyclohex-1-en-1-yl trifluoromethanesulfonate (2.24 g, 9.16 mmol, approximately 5:1 ratio) were reacted in the manner of Example 1, Step F. Purification by preparative HPLC (Primesphere 5 silica, 5% methyl tert-butyl ether in hexane) afforded the title compound as an amorphous white solid. Reactants: NC=1C=NC2=CC=CC=C2C1NCC1=CC=CC=C1 (3-Amino-4-(phenylmethylamino)quinoline), C(C)OCC(=O)O (ethoxyacetic acid), [OH-].[NH4+] (ammonium hydroxide). Yield: 104.4%. Yields the product C(C)OCC=1N(C2=C(C=NC=3C=CC=CC23)N1)CC1=CC=CC=C1 (2-Ethoxymethyl-1-phenylmethyl-1H-imidazo[4,5-c]quinoline). Procedure: 3-Amino-4-(phenylmethylamino)quinoline (4 g, 16 mmol) was combined with ethoxyacetic acid (4.5 mL, 48 mmol) and heated at 120° C. for about 3 hours. The reaction mixture was cooled to room temperature, diluted with water and then made basic with ammonium hydroxide. The resulting precipitate was collected to provide 5.3 g of the desired product as a solid. The structure was confirmed by nuclear magnetic resonance spectroscopy. The solvent is O (water). As a reaction SMILES: [NH2:1][C:2]1[CH:3]=[N:4][C:5]2[C:10]([C:11]=1[NH:12][CH2:13][C:14]1[CH:19]=[CH:18][CH:17]=[CH:16][CH:15]=1)=[CH:9][CH:8]=[CH:7][CH:6]=2.[CH2:20]([O:22][CH2:23][C:24](O)=O)[CH3:21].[OH-].[NH4+]>O>[CH2:20]([O:22][CH2:23][C:24]1[N:12]([CH2:13][C:14]2[CH:19]=[CH:18][CH:17]=[CH:16][CH:15]=2)[C:11]2[C:10]3[CH:9]=[CH:8][CH:7]=[CH:6][C:5]=3[N:4]=[CH:3][C:2]=2[N:1]=1)[CH3:21] |f:2.3|. Run at temperature 120 celsius. The reactants are BrC=1C=C2C=CN(C(C2=CC1)=O)CC1=CC=C(C=C1)OC (6-Bromo-2-(4-methoxy-benzyl)-2H-isoquinolin-1-one), C(C)(C)(C)OC(=O)N1CC(C1)N (3-Amino-azetidine-1-carboxylic acid tert-butyl ester), Cl.C1=NC=CC2=CC(=CC=C12)NC1CCNCC1 (Isoquinolin-6-yl-piperidin-4-yl-amine Hydrochloride). The product is Cl.N1CC(C1)NC=1C=C2C=CNC(C2=CC1)=O (6-(Azetidin-3-ylamino)-2H-isoquinolin-1-one hydrochloride). As a reaction SMILES: Br[C:2]1[CH:3]=[C:4]2[C:9](=[CH:10][CH:11]=1)[C:8](=[O:12])[N:7](CC1C=CC(OC)=CC=1)[CH:6]=[CH:5]2.C(OC([N:29]1[CH2:32][CH:31]([NH2:33])[CH2:30]1)=O)(C)(C)C.[ClH:34].C1C2C(=CC(NC3CCNCC3)=CC=2)C=CN=1>>[ClH:34].[NH:29]1[CH2:32][CH:31]([NH:33][C:2]2[CH:3]=[C:4]3[C:9](=[CH:10][CH:11]=2)[C:8](=[O:12])[NH:7][CH:6]=[CH:5]3)[CH2:30]1 |f:2.3,4.5|. Reported procedure: 6-(Azetidin-3-ylamino)-2H-isoquinolin-1-one hydrochloride was prepared by Buchwald Reaction starting from 6-Bromo-2-(4-methoxy-benzyl)-2H-isoquinolin-1-one (13) and 3-Amino-azetidine-1-carboxylic acid tert-butyl ester. BOC deprotection was performed as described for Isoquinolin-6-yl-piperidin-4-yl-amine (48). Starting materials: C(C)C1=CC=C(O1)C(=O)OC1=CC=C(C=C1)C1=NC=C(C=N1)CCCCCCCCCCC (4-(5-Undecyl-pyrimidin-2-yl)phenyl 5-ethyl-furan-2-carboxylate), N(=NC(=O)OCC)C(=O)OCC (diethyl azodicarboxylate), C1(=CC=CC=C1)P(C1=CC=CC=C1)C1=CC=CC=C1 (triphenylphosphine), C(CCCCCCCCCC)C=1C=NC(=NC1)C1=CC=C(C=C1)O (4-(5-undecyl-pyrimidin-2-yl)phenol). Run in C1CCOC1 (THF). Reaction conditions: time 24 hour. Yields the product C(CCCCCCCCCC)C=1C=NC(=NC1)C1=CC=C(C=C1)OCC=1OC(=CC1)CC ((5-Ethyl-furan-2-yl)methyl 4-(5-undecyl-pyrimidin-2-yl)phenyl ether). RXN SMILES: N(C(OCC)=O)=NC(OCC)=O.C1(P(C2C=CC=CC=2)C2C=CC=CC=2)C=CC=CC=1.C(C1C=NC(C2C=CC(O)=CC=2)=NC=1)CCCCCCCCCC.[CH2:56]([C:58]1[O:62][C:61]([C:63]([O:65][C:66]2[CH:71]=[CH:70][C:69]([C:72]3[N:77]=[CH:76][C:75]([CH2:78][CH2:79][CH2:80][CH2:81][CH2:82][CH2:83][CH2:84][CH2:85][CH2:86][CH2:87][CH3:88])=[CH:74][N:73]=3)=[CH:68][CH:67]=2)=O)=[CH:60][CH:59]=1)[CH3:57]>C1COCC1>[CH2:78]([C:75]1[CH:74]=[N:73][C:72]([C:69]2[CH:70]=[CH:71][C:66]([O:65][CH2:63][C:61]3[O:62][C:58]([CH2:56][CH3:57])=[CH:59][CH:60]=3)=[CH:67][CH:68]=2)=[N:77][CH:76]=1)[CH2:79][CH2:80][CH2:81][CH2:82][CH2:83][CH2:84][CH2:85][CH2:86][CH2:87][CH3:88]. Procedure details: A fully reacted mixture of equimolar amounts of diethyl azodicarboxylate and triphenylphosphine in THF is admixed with equimolar amounts of 4.9 g of 4-(5-undecyl-pyrimidin-2-yl)phenol and 5-ethyl-furan-2-yl-methanol (prepared by LiAlH4 reduction of methyl 5-ethyl-furan-2-carboxylate, which in turn can be obtained by esterification of 5-ethyl-furan-2-carboxylic acid from Example 1). The mixture is stirred for 24 h at room temperature and then evaporated to dryness under reduced pressure. Purifica... Procedure details: Sodium hydroxide (1.22 g) was added to a solution of o-vanillin (2.11 g) in ethanol (50 ml) at 55° C. under a nitrogen atmosphere. The reaction mixture was stirred for 10 minutes to give a yellow suspension. 4-(Bromoacetyl)pyridine hydrobomide (5 g) was then added portionwise and the solution heated at 55° C. for 12 h, then at 65-70° C. for a further 12 h. The reaction mixture was cooled to room temperature and the solvent removed in vacuo. The residue was partitioned between water (250 ml, cont... Run at temperature 55 celsius, time 10 minute. The solvent is C(C)O (ethanol). As a reaction SMILES: [OH-].[Na+].O=[CH:4][C:5]1[CH:13]=[CH:12][CH:11]=[C:8]([O:9][CH3:10])[C:6]=1[OH:7].Br[CH2:15][C:16]([C:18]1[CH:23]=[CH:22][N:21]=[CH:20][CH:19]=1)=[O:17]>C(O)C>[CH3:10][O:9][C:8]1[C:6]2[O:7][C:15]([C:16]([C:18]3[CH:23]=[CH:22][N:21]=[CH:20][CH:19]=3)=[O:17])=[CH:4][C:5]=2[CH:13]=[CH:12][CH:11]=1 |f:0.1|. The yield is 27.0%. Starting materials: [OH-].[Na+] (Sodium hydroxide), O=CC1=C(O)C(OC)=CC=C1 (o-vanillin), BrCC(=O)C1=CC=NC=C1 (4-(Bromoacetyl)pyridine). Yields the product COC1=CC=CC=2C=C(OC21)C(=O)C2=CC=NC=C2 (7-Methoxy-2-[(Pyridin-4-yl)carbonyl]benzofuran). Reactants: C(C)N1S(N(CC(C1)C1=CC(=C(C=C1)N)N1CCC(CC1)C)CC)(=O)=O (4-(2,6-diethyl-1,1-dioxo-1λ6-[1,2,6]thiadiazinan-4-yl)-2-(4-methyl-piperidin-1-yl)-phenylamine), [K+].CC1=CN=C(N1COCC[Si](C)(C)C)C(=O)[O-] (5-methyl-1-(2-trimethylsilanyl-ethoxymethyl)-1H-imidazole-2-carboxylic acid potassium salt). The product is C(C)N1S(N(CC(C1)C1=CC(=C(C=C1)NC(=O)C=1NC=C(N1)C)N1CCC(CC1)C)CC)(=O)=O (4-Methyl-1H-imidazole-2-carboxylic acid [4-(2,6-diethyl-1,1-dioxo-1λ6-[1,2,6]thiadiazinan-4-yl)-2-(4-methyl-piperidin-1-yl)-phenyl]-amide). RXN SMILES: [CH2:1]([N:3]1[CH2:8][CH:7]([C:9]2[CH:14]=[CH:13][C:12]([NH2:15])=[C:11]([N:16]3[CH2:21][CH2:20][CH:19]([CH3:22])[CH2:18][CH2:17]3)[CH:10]=2)[CH2:6][N:5]([CH2:23][CH3:24])[S:4]1(=[O:26])=[O:25])[CH3:2].[K+].[CH3:28][C:29]1[N:33](COCC[Si](C)(C)C)[C:32]([C:42]([O-])=[O:43])=[N:31][CH:30]=1>>[CH2:23]([N:5]1[CH2:6][CH:7]([C:9]2[CH:14]=[CH:13][C:12]([NH:15][C:42]([C:32]3[NH:31][CH:30]=[C:29]([CH3:28])[N:33]=3)=[O:43])=[C:11]([N:16]3[CH2:17][CH2:18][CH:19]([CH3:22])[CH2:20][CH2:21]3)[CH:10]=2)[CH2:8][N:3]([CH2:1][CH3:2])[S:4]1(=[O:26])=[O:25])[CH3:24] |f:1.2|. Reported procedure: The title compound is prepared from 4-(2,6-diethyl-1,1-dioxo-1λ6-[1,2,6]thiadiazinan-4-yl)-2-(4-methyl-piperidin-1-yl)-phenylamine (as prepared in the previous step) and 5-methyl-1-(2-trimethylsilanyl-ethoxymethyl)-1H-imidazole-2-carboxylic acid potassium salt (as prepared above in this example, step (c)) following the procedure of Example 11, steps (d)-(e). The reactants are NCCC(=O)O (3-aminopropionic acid), C([O-])([O-])=O.[Na+].[Na+] (sodium carbonate), C(C)OC(=O)[C@H](C[C@@H](C(=O)Cl)CC1=CC=CC=C1)CC1=CC=CC=C1 (4-ethoxycarbonyl-(R*,R*)-2,4-dibenzylbutyryl chloride). Solvent: O (water). Yields the product C(C)OC(=O)[C@H](C[C@@H](C(=O)NCCC(=O)O)CC1=CC=CC=C1)CC1=CC=CC=C1 (N-[4-ethoxycarbonyl-(R*,R*)-2,4-dibenzylbutyryl]-3-aminopropionic acid). Procedure details: The solution of 1.5 g of 3-aminopropionic acid and 1.8 g of sodium carbonate in 30 ml of water at 0° is added to 2.2 g of 4-ethoxycarbonyl-(R*,R*)-2,4-dibenzylbutyryl chloride and the mixture is stirred at room temperature for 4 hours. The mixture is extracted with ether, and the aqueous layer is acidified with 2N hydrochloric acid. The acidic solution is extracted with ethyl acetate, washed with saturated brine, dried (magnesium sulfate), filtered and concentrated. The residue is recrystallized... Reaction conditions: time 4 hour. As a reaction SMILES: [NH2:1][CH2:2][CH2:3][C:4]([OH:6])=[O:5].C(=O)([O-])[O-].[Na+].[Na+].[CH2:13]([O:15][C:16]([C@@H:18]([CH2:31][C:32]1[CH:37]=[CH:36][CH:35]=[CH:34][CH:33]=1)[CH2:19][C@H:20]([CH2:24][C:25]1[CH:30]=[CH:29][CH:28]=[CH:27][CH:26]=1)[C:21](Cl)=[O:22])=[O:17])[CH3:14]>O>[CH2:13]([O:15][C:16]([C@@H:18]([CH2:31][C:32]1[CH:37]=[CH:36][CH:35]=[CH:34][CH:33]=1)[CH2:19][C@H:20]([CH2:24][C:25]1[CH:26]=[CH:27][CH:28]=[CH:29][CH:30]=1)[C:21]([NH:1][CH2:2][CH2:3][C:4]([OH:6])=[O:5])=[O:22])=[O:17])[CH3:14] |f:1.2.3|. Starting materials: C1(CCCCC1)NC1=CC(=NC=N1)C(=O)O (6-(cyclohexylamino)pyrimidine-4-carboxylic acid), C1(CCCCC1)NC1=CC(=NC=N1)C(=O)O (6-(cyclohexylamino)pyrimidine-4-carboxylic acid), NC1=CC(=C(C=C1)O)Cl (4-amino-2-chlorophenol). Procedure: Following the general method as outlined in Example 1, starting from 6-(cyclohexylamino)pyrimidine-4-carboxylic acid (Intermediate 4) and 4-amino-2-chlorophenol (Aldrich), the title compound was obtained as a white solid after trituration in dichloromethane. RXN SMILES: [CH:1]1([NH:7][C:8]2[N:13]=[CH:12][N:11]=[C:10]([C:14]([OH:16])=O)[CH:9]=2)[CH2:6][CH2:5][CH2:4][CH2:3][CH2:2]1.[NH2:17][C:18]1[CH:23]=[CH:22][C:21]([OH:24])=[C:20]([Cl:25])[CH:19]=1>ClCCl>[Cl:25][C:20]1[CH:19]=[C:18]([NH:17][C:14]([C:10]2[CH:9]=[C:8]([NH:7][CH:1]3[CH2:2][CH2:3][CH2:4][CH2:5][CH2:6]3)[N:13]=[CH:12][N:11]=2)=[O:16])[CH:23]=[CH:22][C:21]=1[OH:24]. The solvent is ClCCl (dichloromethane). Product: ClC=1C=C(C=CC1O)NC(=O)C1=NC=NC(=C1)NC1CCCCC1 (N-(3-chloro-4-hydroxyphenyl)-6-(cyclohexylamino)pyrimidine-4-carboxamide). Starting materials: OO (H2O2), N1N=NN=C1 (Tetrazole), C(C)(C)N(P(OC(C)(C)C)OC(C)(C)C)C(C)C (di-tert-butyl N,N-diisopropylphosphoramidite), OCCNC(OCC1=CC=CC=C1)=O (benzyl N-2-hydroxyethylcarbamate). The solvent is C1CCOC1 (THF). Reaction conditions: time 16 hour. Yields the product C(C)(C)(C)OP(=O)(OC(C)(C)C)OCCNC(OCC1=CC=CC=C1)=O (benzyl 2-{[di(tert-butoxy)phosphoryl]oxy}ethylcarbamate). Yield: 64.1%. RXN SMILES: N1C=NN=N1.C(N(C(C)C)[P:10]([O:16][C:17]([CH3:20])([CH3:19])[CH3:18])[O:11][C:12]([CH3:15])([CH3:14])[CH3:13])(C)C.[OH:24][CH2:25][CH2:26][NH:27][C:28](=[O:37])[O:29][CH2:30][C:31]1[CH:36]=[CH:35][CH:34]=[CH:33][CH:32]=1.[OH:38]O>C1COCC1>[C:17]([O:16][P:10]([O:24][CH2:25][CH2:26][NH:27][C:28](=[O:37])[O:29][CH2:30][C:31]1[CH:32]=[CH:33][CH:34]=[CH:35][CH:36]=1)([O:11][C:12]([CH3:13])([CH3:14])[CH3:15])=[O:38])([CH3:18])([CH3:19])[CH3:20]. Procedure: Tetrazole (3 wt % solution in CH3CN, 32 mL, 11.0 mmol) and di-tert-butyl N,N-diisopropylphosphoramidite (95%, 2.73 mL, 8.2 mmol) were added to a solution of benzyl N-2-hydroxyethylcarbamate (224) (1.07 g, 5.48 mmol) in THF (20 mL) and the mixture was stirred at room temperature for 16 h. The mixture was cooled to 0° C. and H2O2 (70% aqueous, 1.0 mL, 24 mmol) was added. After 15 min. the cooling bath was removed and the mixture was stirred for a further 6 h, then aqueous Na2SO3 (10%, 50 mL) was a...